Dataset: the Open Reaction Database (ORD), a public repository of structured organic reaction records. Task: describe an organic reaction: reactants, conditions, products, and yield The reactants are CC(C)CC(c1ccc(S(C)(=O)=O)cc1)c1cc2cc(C(=O)O)cnc2[nH]1, CC(C)N, CN1CCOCC1, CCN=C=NCCCN(C)C, CN(C)C=O, CCOC(C)=O, ClCCl, Cl, O, On1nnc2ccccc21. Yields the product CC(C)CC(c1ccc(S(C)(=O)=O)cc1)c1cc2cc(C(=O)NC(C)C)cnc2[nH]1. As a reaction SMILES: [CH3:1][S:2](=[O:3])(=[O:4])[c:5]1[cH:6][cH:7][c:8]([CH:11]([CH2:12][CH:13]([CH3:14])[CH3:15])[c:16]2[cH:17][c:18]3[c:19]([n:20][cH:21][c:22]([C:24](=[O:25])[OH:26])[cH:23]3)[nH:27]2)[cH:9][cH:10]1.[CH3:28][CH:29]([CH3:30])[NH2:31].[CH3:32][N:33]1[CH2:34][CH2:35][O:36][CH2:37][CH2:38]1.[CH3:51][N:52]([CH3:53])[CH2:54][CH2:55][CH2:56][N:57]=[C:58]=[N:59][CH2:60][CH3:61].[CH3:65][N:66]([CH3:67])[CH:68]=[O:69].[CH3:70][CH2:71][O:72][C:73](=[O:74])[CH3:75].[Cl:62][CH2:63][Cl:64].[ClH:50].[OH2:39].[OH:40][n:41]1[c:42]2[cH:43][cH:44][cH:45][cH:46][c:47]2[n:48][n:49]1>>[CH3:1][S:2](=[O:3])(=[O:4])[c:5]1[cH:6][cH:7][c:8]([CH:11]([CH2:12][CH:13]([CH3:14])[CH3:15])[c:16]2[cH:17][c:18]3[c:19]([n:20][cH:21][c:22]([C:24](=[O:26])[NH:31][CH:29]([CH3:28])[CH3:30])[cH:23]3)[nH:27]2)[cH:9][cH:10]1. RXN SMILES: [CH2:1]([c:2]1[cH:3][cH:4][cH:5][cH:6][cH:7]1)[N:8]([CH2:9][CH2:10][OH:11])[CH3:12].[CH3:15][S:16]([Cl:17])(=[O:18])=[O:19].[CH3:23][c:24]1[cH:25][cH:26][cH:27][cH:28][cH:29]1.[Cl-:20].[Na+:14].[Na+:21].[OH-:13].[OH2:22]>>[CH2:1]([c:2]1[cH:3][cH:4][cH:5][cH:6][cH:7]1)[N:8]([CH2:9][CH2:10][O:11][S:16]([CH3:15])(=[O:18])=[O:19])[CH3:12]. The reactants are CN(CCO)Cc1ccccc1, CS(=O)(=O)Cl, Cc1ccccc1, [Cl-], [Na+], [Na+], [OH-], O. The product is CN(CCOS(C)(=O)=O)Cc1ccccc1. RXN SMILES: [CH2:11]([CH3:12])[C:13]([CH2:14][CH3:15])([CH2:16][CH3:17])[C:18]([O-:19])([O-:20])[O-:21].[CH3:22][c:23]1[cH:24][cH:25][cH:26][cH:27][cH:28]1.[Cl:1][c:2]1[n:3][cH:4][c:5]([C:6](=[O:7])[OH:8])[cH:9][cH:10]1>>[Cl:1][c:2]1[n:3][cH:4][c:5]([C:6](=[O:7])[O:8][CH2:11][CH3:12])[cH:9][cH:10]1. Starting materials: CCC(CC)(CC)C([O-])([O-])[O-], Cc1ccccc1, O=C(O)c1ccc(Cl)nc1. Yields the product CCOC(=O)c1ccc(Cl)nc1. The reactants are [N+](=O)([O-])C=1C(=C(C=CC1)N)N (3-nitro-1,2-phenylenediamine), C(C)(=O)O (acetic acid), NC1=C(C(=O)O)C=CC=C1N (2,3-diaminobenzoic acid), Cl.Cl.C(CC(OCC)=N)(OCC)=N (diethyl malonimidate dihydrochloride). Run in Cl (HCl). Yields the product Cl.Cl.NC1=CC=CC=2NC(=NC21)CC2=NC1=C(N2)C=CC=C1C(=O)O (2-[(4-amino-1H-benzimidazol-2-yl)methyl]-1H-benzimidazole-4-carboxylic acid dihydrochloride). The yield is 15.0%. RXN SMILES: [N+:1]([C:4]1[C:5]([NH2:11])=[C:6]([NH2:10])[CH:7]=[CH:8][CH:9]=1)([O-])=O.[NH2:12][C:13]1[C:21]([NH2:22])=[CH:20][CH:19]=[CH:18][C:14]=1[C:15]([OH:17])=[O:16].[ClH:23].Cl.[C:25](=N)(OCC)[CH2:26][C:27](=N)OCC.C(O)(=O)C>Cl>[ClH:23].[ClH:23].[NH2:10][C:6]1[C:5]2[N:11]=[C:25]([CH2:26][C:27]3[NH:22][C:21]4[CH:20]=[CH:19][CH:18]=[C:14]([C:15]([OH:17])=[O:16])[C:13]=4[N:12]=3)[NH:1][C:4]=2[CH:9]=[CH:8][CH:7]=1 |f:2.3.4,7.8.9|. Reported procedure: The following components were reacted according to General Procedure 1, above: 3-nitro-1,2-phenylenediamine (0.50 g; 3.26 mmoles) 2,3-diaminobenzoic acid (0.40 g; 3.26 mmoles), diethyl malonimidate dihydrochloride (1.1 eq.; 0.83 g; 3.60 mmoles) and acetic acid (25 mL). The crude mixture of three compounds was then reduced according to General Procedure 2, above. The crude solid was taken up in 10 mL of dilute HCl, purified by preparative HPLC (2 to 40% acetonitrile (with 0.1% TFA) over 60 minute...